describe an organic reaction: reactants, conditions, products, and yield From a dataset of the Open Reaction Database (ORD), a public repository of structured organic reaction records. The reactants are Cc1ccc2cc(C(=O)O)ccc2n1, COC(=O)c1ccc(N)cc1OC. Reagents/catalysts: C1CCN(C1)[P+](N2CCCC2)(N3CCCC3)Cl.F[P-](F)(F)(F)(F)F (PyCloP), CCN(C(C)C)C(C)C (DIPEA). Solvent: CN(C)C=O (DMF), CN(C)C=O (DMF), CN(C)C=O (DMF), CN(C)C=O (DMF), CN(C)C=O (DMF), CN(C)C=O (DMF). Reaction conditions: temperature 25 celsius, time 2 hour. The product is COC(=O)c1ccc(NC(=O)c2ccc3nc(C)ccc3c2)cc1OC. Yield: 1.5%. RXN SMILES: COC(=O)c1ccc(N)cc1OC.Cc1ccc2cc(C(=O)O)ccc2n1.C1CCN(C1)[P+](N2CCCC2)(N3CCCC3)Cl.F[P-](F)(F)(F)(F)F.CCN(C(C)C)C(C)C.CN(C)C=O>>COC(=O)c1ccc(NC(=O)c2ccc3nc(C)ccc3c2)cc1OC. Starting materials: C1(=CC=CC=C1)C=C(C(=O)OCC)C(=O)C=1SC=CC1 (ethyl 3-phenyl-2-(thiophene-2-carbonyl)acrylate), [Cl-].[Cl-].[Cl-].[Al+3] (aluminum trichloride), HCl ice. Solvent: [N+](=O)([O-])CC (nitroethane). The product is O=C1C(C(C2=C1SC=C2)C2=CC=CC=C2)C(=O)OCC (ethyl 6-oxo-4-phenyl-5,6-dihydro-4H-cyclopenta[b]thiophene-5-carboxylate). RXN SMILES: [C:1]1([CH:7]=[C:8]([C:14]([C:16]2[S:17][CH:18]=[CH:19][CH:20]=2)=[O:15])[C:9]([O:11][CH2:12][CH3:13])=[O:10])[CH:6]=[CH:5][CH:4]=[CH:3][CH:2]=1.[Cl-].[Cl-].[Cl-].[Al+3]>[N+](CC)([O-])=O>[O:15]=[C:14]1[C:16]2[S:17][CH:18]=[CH:19][C:20]=2[CH:7]([C:1]2[CH:6]=[CH:5][CH:4]=[CH:3][CH:2]=2)[CH:8]1[C:9]([O:11][CH2:12][CH3:13])=[O:10] |f:1.2.3.4|. Procedure: A solution of ethyl 3-phenyl-2-(thiophene-2-carbonyl)acrylate (3.118 g, 10.9 mmol) and aluminum trichloride (1.725 g, 13 mmol) in nitroethane (50 ml) was heated at 75° C. for 3 hours. The reaction mixture was poured into 1N HCl-ice solution, and extracted with ethyl acetate. The organic phase was washed with brine, dried (MgSO4) and concentrated to give a brown oil. The crude product was purified via flash chromatography 9 (silica gel cartridge with eluent of 0-15% ethyl acetate/hexane) to give ...